The task is: describe an organic reaction: reactants, conditions, products, and yield. This data is from the Open Reaction Database (ORD), a public repository of structured organic reaction records. The reactants are IC=CC(CCCCC)=O (1-iodo-1-octen-3-one), [Cl-].[NH4+] (ammonium chloride), C(#C)[Mg]Br (ethynyl magnesium bromide), ice. Run in O1CCCC1 (tetrahydrofuran), O1CCCC1 (tetrahydrofuran). Run at time 1 hour. Yields the product C(#C)C(C=CI)(CCCCC)O (3-Ethynyl-1-Iodo-1-Octen-3-Ol). RXN SMILES: [I:1][CH:2]=[CH:3][C:4](=[O:10])[CH2:5][CH2:6][CH2:7][CH2:8][CH3:9].[C:11]([Mg]Br)#[CH:12].[Cl-].[NH4+]>O1CCCC1>[C:11]([C:4]([OH:10])([CH2:5][CH2:6][CH2:7][CH2:8][CH3:9])[CH:3]=[CH:2][I:1])#[CH:12] |f:2.3|. Procedure details: A solution of 7.9 g. of 1-iodo-1-octen-3-one in 30 ml. of tetrahydrofuran is added dropwise over 10 minutes to an ice-cooled solution of ethynyl magnesium bromide (prepared from 21 ml. of 3M methyl magnesium bromide in ether and excess acetylene) in 170 ml. of tetrahydrofuran. After stirring at 0° for 1 hour under nitrogen, the mixture is added to ammonium chloride solution and extracted with ether. The extract is washed, dried, evaporated and the residue distilled to obtain the title product, 5... Run in C(C)O (ethanol). The reactants are O.C1(=CC=CC=C1)S(=O)(=O)O (benzenesulfonic acid monohydrate), C(OC)(OC)OC (trimethyl orthoformate), C1(=CC=CC=C1)S(=O)(=O)O (benzenesulfonic acid), NC(C(=O)N)C(=O)N (2-aminomalonamide). Product: C1(=CC=CC=C1)S(=O)(=O)O (benzenesulfonic acid), C1=NC(=C(N1)C(=O)N)O (SM-108). Reaction conditions: time 8 hour. As a reaction SMILES: [C:1]1([S:7]([OH:10])(=[O:9])=[O:8])[CH:6]=[CH:5][CH:4]=[CH:3][CH:2]=1.[NH2:11][CH:12]([C:16]([NH2:18])=[O:17])[C:13]([NH2:15])=[O:14].O.[C:20]1(S(O)(=O)=O)C=CC=CC=1.C(OC)(OC)OC>C(O)C>[C:1]1([S:7]([OH:10])(=[O:9])=[O:8])[CH:6]=[CH:5][CH:4]=[CH:3][CH:2]=1.[CH:20]1[NH:11][C:12]([C:13]([NH2:15])=[O:14])=[C:16]([OH:17])[N:18]=1 |f:2.3|. Reported procedure: Into a suspension of benzenesulfonic acid salt of 2-aminomalonamide [4] (1.20 g; 4.37 mmol) prepared above and benzenesulfonic acid monohydrate (81 mg; 0.46 mmol) in dry ethanol (100 ml) was added trimethyl orthoformate (1.9 ml; 17.4 mmol), and was refluxed for 2 hours under an argon atmosphere. The resulting white suspension was stirred overnight at room temperature and the precipitates were collected by filtration to give colorless benzenesulfonic acid salt of SM-108 (1.02 g; 3.58 mmol; yield ... Isolated yield 82.0%. Starting materials: COC([C@H]1N(CC(C1)O[Si](C)(C)C(C)(C)C)C(=O)OC(C)(C)C)=O (N-Boc-4-(t-butyldimethylsilyloxy)proline methyl ester), [Li+].[OH-] (LiOH), Cl (HCl). The solvent is CO (methanol). Reaction conditions: time 30 minute. Yields the product C(=O)(OC(C)(C)C)N1[C@H](C(=O)O)CC(C1)O[Si](C)(C)C(C)(C)C (N-Boc-4-(t-butyldimethylsilyl-oxy)proline). The yield is 84.4%. As a reaction SMILES: C[O:2][C:3](=[O:24])[C@@H:4]1[CH2:8][CH:7]([O:9][Si:10]([C:13]([CH3:16])([CH3:15])[CH3:14])([CH3:12])[CH3:11])[CH2:6][N:5]1[C:17]([O:19][C:20]([CH3:23])([CH3:22])[CH3:21])=[O:18].[Li+].[OH-].Cl>CO>[C:17]([N:5]1[CH2:6][CH:7]([O:9][Si:10]([C:13]([CH3:16])([CH3:15])[CH3:14])([CH3:12])[CH3:11])[CH2:8][C@H:4]1[C:3]([OH:24])=[O:2])([O:19][C:20]([CH3:23])([CH3:22])[CH3:21])=[O:18] |f:1.2|. Reported procedure: To a solution of 1.3 g (3.6 mmol) of N-Boc-4-(t-butyldimethylsilyloxy)proline methyl ester, prepared as described by Rosen et al., J. Med. Chem. 1988, 31, 1598, in 10 ml of methanol was added 5 ml (5 mmol) of 1 N LiOH in an ice bath. The reaction mixture was stirred for 30 min. The reaction mixture was adjusted to pH 2-3 with 1 N HCl at the same temperature and the solvent was evaporated. The resulting residue was partitioned between dichloromethane and water, and extracted 3 times with dichloro... Reactants: COC1=CC=C(C=C1)CCCC=1N(C(N(N1)CC1=CC=C(C=C1)C)=O)CCC (5-[3-(4-Methoxyphenyl)-propyl]-2-(4-methylbenzyl)-4-propyl-2,4-dihydro-[1,2,4]triazol-3-one), Cl.N1=CC=CC=C1 (pyridine hydrochloride). The solvent is O (water), C(C)(=O)OCC (ethyl acetate). Conditions: temperature 180 celsius. Yields the product OC1=CC=C(C=C1)CCCC=1N(C(N(N1)CC1=CC=C(C=C1)C)=O)CCC (5-[3-(4-Hydroxyphenyl)-propyl]-2-(4-methylbenzyl)-4-propyl-2,4-dihydro-[1,2,4]triazol-3-one). Isolated yield 90.1%. Reaction SMILES: C[O:2][C:3]1[CH:8]=[CH:7][C:6]([CH2:9][CH2:10][CH2:11][C:12]2[N:13]([CH2:26][CH2:27][CH3:28])[C:14](=[O:25])[N:15]([CH2:17][C:18]3[CH:23]=[CH:22][C:21]([CH3:24])=[CH:20][CH:19]=3)[N:16]=2)=[CH:5][CH:4]=1.Cl.N1C=CC=CC=1>C(OCC)(=O)C.O>[OH:2][C:3]1[CH:8]=[CH:7][C:6]([CH2:9][CH2:10][CH2:11][C:12]2[N:13]([CH2:26][CH2:27][CH3:28])[C:14](=[O:25])[N:15]([CH2:17][C:18]3[CH:19]=[CH:20][C:21]([CH3:24])=[CH:22][CH:23]=3)[N:16]=2)=[CH:5][CH:4]=1 |f:1.2|. Procedure details: 5-[3-(4-Methoxyphenyl)-propyl]-2-(4-methylbenzyl)-4-propyl-2,4-dihydro-[1,2,4]triazol-3-one (0.770 g, 2.03 mmol) and excess pyridine hydrochloride were melted together for 2 hours with stirring at 180° C. After cooling to room temperature, the contents were diluted in ethyl acetate (50 mL) and water (50 mL). The aqueous layer was extracted with ethyl acetate (2×25 mL). The combined organics were washed with 5 N HCl (50 mL), saturated aq. NaCl (25 mL), dried (MgSO4), filtered and concentrated to ...